Dataset: the Open Reaction Database (ORD), a public repository of structured organic reaction records. Task: describe an organic reaction: reactants, conditions, products, and yield Reported procedure: N,N-Diisopropylethylamine (0.11 mL) and rac-2-methylamino)-1-pyridin-2-ylethanol (Preparation 36, 0.094 g) were added to a suspension of N-(4-chlorobenzyl)-2-(chloromethyl)-7-methyl-4-oxo-4,7-dihydrofuro[2,3-b]-pyridine-5-carboxamide (Example 2, 0.150 g) in DMF (10 mL). The reaction mixture was heated to 90° C. for 1 h. The mixture was allowed to cool to room temperature, poured into water (25 mL), and was extracted with CH2Cl2 (4×25 mL). The combined organic layers were dried (MgSO4), filtered,... The product is ClC1=CC=C(CNC(=O)C=2C(C3=C(N(C2)C)OC(=C3)CN(C)CC(C3=NC=CC=C3)O)=O)C=C1 (N-(4-Chlorobenzyl)-2-(((2-hydroxy-2-pyridin-2-ylethyl)-(methyl)amino)methyl)-7-methyl-4-oxo-4,7-dihydrofuro[2,3-b]pyridine-5-carboxamide). Run at temperature 90 celsius. As a reaction SMILES: [CH:1]([N:4](CC)C(C)C)(C)C.[N:10]1[CH:15]=[CH:14][CH:13]=[CH:12][C:11]=1[CH:16]([OH:18])[CH3:17].[Cl:19][C:20]1[CH:42]=[CH:41][C:23]([CH2:24][NH:25][C:26]([C:28]2[C:29](=[O:40])[C:30]3[CH:37]=[C:36]([CH2:38]Cl)[O:35][C:31]=3[N:32]([CH3:34])[CH:33]=2)=[O:27])=[CH:22][CH:21]=1.O>CN(C=O)C>[Cl:19][C:20]1[CH:42]=[CH:41][C:23]([CH2:24][NH:25][C:26]([C:28]2[C:29](=[O:40])[C:30]3[CH:37]=[C:36]([CH2:38][N:4]([CH2:17][CH:16]([OH:18])[C:11]4[CH:12]=[CH:13][CH:14]=[CH:15][N:10]=4)[CH3:1])[O:35][C:31]=3[N:32]([CH3:34])[CH:33]=2)=[O:27])=[CH:22][CH:21]=1. The solvent is CN(C)C=O (DMF). Reactants: O (water), C(C)(C)N(C(C)C)CC (N,N-Diisopropylethylamine), N1=C(C=CC=C1)C(C)O (1-pyridin-2-ylethanol), ClC1=CC=C(CNC(=O)C=2C(C3=C(N(C2)C)OC(=C3)CCl)=O)C=C1 (N-(4-chlorobenzyl)-2-(chloromethyl)-7-methyl-4-oxo-4,7-dihydrofuro[2,3-b]-pyridine-5-carboxamide). Reactants: C(=O)(O)[O-].[Na+] (NaHCO3), Cl (HCl), OS(=O)(=O)O (H2SO4), COC(CN1C=NC(=C1C1=CC2=C(N=CN=C2N)S1)C1=CC=CC=C1)OC (6-[1-(2,2-dimethoxyethyl)-4-phenyl-1H-imidazol-5-yl]thieno[2,3-d]pyrimidin-4-amine). Run in C1CCOC1 (THF). Conditions: temperature 60 celsius. Yields the product NC=1C2=C(N=CN1)SC(=C2)C2=C(N=CN2CC=O)C2=CC=CC=C2 ([5-(4-Aminothieno[2,3-d]pyrimidin-6-yl)-4-phenyl-1H-imidazol-1-yl]acetaldehyde). The yield is 73.9%. RXN SMILES: Cl.OS(O)(=O)=O.C[O:8][CH:9](OC)[CH2:10][N:11]1[C:15]([C:16]2[S:25][C:19]3[N:20]=[CH:21][N:22]=[C:23]([NH2:24])[C:18]=3[CH:17]=2)=[C:14]([C:26]2[CH:31]=[CH:30][CH:29]=[CH:28][CH:27]=2)[N:13]=[CH:12]1.C([O-])(O)=O.[Na+]>C1COCC1>[NH2:24][C:23]1[C:18]2[CH:17]=[C:16]([C:15]3[N:11]([CH2:10][CH:9]=[O:8])[CH:12]=[N:13][C:14]=3[C:26]3[CH:31]=[CH:30][CH:29]=[CH:28][CH:27]=3)[S:25][C:19]=2[N:20]=[CH:21][N:22]=1 |f:3.4|. Reported procedure: 2M HCl (8 mL) and conc. H2SO4 (0.5 mL) were added to a solution of 6-[1-(2,2-dimethoxyethyl)-4-phenyl-1H-imidazol-5-yl]thieno[2,3-d]pyrimidin-4-amine (Example 64) (1.54 g) in THF (20 mL). The reaction was heated at 60° C. for 72 hours, allowed to cool to ambient temperature and then poured into NaHCO3 (aq. 50% sat.) (100 mL). The resultant precipitate was filtered to afford the title compound as a pale yellow solid (1 g, 74%) (used without further purification); The reactants are CN1CCN(c2ccc(Nc3nc4c(NCC5CCCN5C(=O)OC(C)(C)C)cccn4n3)cc2)CC1, ClCCl, O=C(O)C(F)(F)F. The product is CN1CCN(c2ccc(Nc3nc4c(NCC5CCCN5)cccn4n3)cc2)CC1. Reaction SMILES: [C:1]([O:2][C:3](=[O:4])[N:8]1[CH:9]([CH2:13][NH:14][c:15]2[c:16]3[n:17]([cH:18][cH:19][cH:20]2)[n:21][c:22]([NH:24][c:25]2[cH:26][cH:27][c:28]([N:31]4[CH2:32][CH2:33][N:34]([CH3:37])[CH2:35][CH2:36]4)[cH:29][cH:30]2)[n:23]3)[CH2:10][CH2:11][CH2:12]1)([CH3:5])([CH3:6])[CH3:7].[Cl:45][CH2:46][Cl:47].[OH:38][C:39]([C:40]([F:41])([F:42])[F:43])=[O:44]>>[NH:8]1[CH:9]([CH2:13][NH:14][c:15]2[c:16]3[n:17]([cH:18][cH:19][cH:20]2)[n:21][c:22]([NH:24][c:25]2[cH:26][cH:27][c:28]([N:31]4[CH2:32][CH2:33][N:34]([CH3:37])[CH2:35][CH2:36]4)[cH:29][cH:30]2)[n:23]3)[CH2:10][CH2:11][CH2:12]1. Starting materials: CN1CCOCC1 (4-methylmorpholine), [BH4-].[Na+] (sodium borohydride), [Cl-].[Na+] (sodium chloride), C(C)(C)(C)OC(=O)NC1(CCOCC1)C(=O)O (4-tert-butoxycarbonylamino-tetrahydro-pyran-4-carboxylic acid), ClC(=O)OCC(C)C (isobutyl chloroformate). Run in CO (methanol), O1CCCC1 (tetrahydrofuran). Reaction conditions: temperature 0 celsius. The product is C(C)(C)(C)OC(NC1(CCOCC1)CO)=O ((4-Hydroxymethyl-tetrahydro-pyran-4-yl)-carbamic acid tert-butyl ester). Reaction SMILES: CN1CCOCC1.[C:8]([O:12][C:13]([NH:15][C:16]1([C:22](O)=[O:23])[CH2:21][CH2:20][O:19][CH2:18][CH2:17]1)=[O:14])([CH3:11])([CH3:10])[CH3:9].ClC(OCC(C)C)=O.[BH4-].[Na+].[Cl-].[Na+]>O1CCCC1.CO>[C:8]([O:12][C:13](=[O:14])[NH:15][C:16]1([CH2:22][OH:23])[CH2:17][CH2:18][O:19][CH2:20][CH2:21]1)([CH3:11])([CH3:9])[CH3:10] |f:3.4,5.6|. Reported procedure: Neat 4-methylmorpholine (2.7 mL, 24.6 mmol) was added, via syringe, to a rapidly stirred, 0° C., solution of 4-tert-butoxycarbonylamino-tetrahydro-pyran-4-carboxylic acid (5.0 g, 20.4 mmol) and isobutyl chloroformate (3.2 mL, 24.5 mmol) in anhydrous tetrahydrofuran (200 mL) contained in a 1000 mL round bottomed flask. Precipitate immediately formed. The suspension was allowed to stir at 0° C. under N2 blanket for 20 minutes then a hand swirled, gas evolving, suspension of sodium borohydride (2.3...